This data is from the Open Reaction Database (ORD), a public repository of structured organic reaction records. The task is: describe an organic reaction: reactants, conditions, products, and yield The reactants are Fc1ccc2[nH]nc(Nc3nc(-c4ccccc4)nc4c3CN(Cc3ccccc3)CC4)c2c1, CO, O=CO. Product: Fc1ccc2[nH]nc(Nc3nc(-c4ccccc4)nc4c3CNCC4)c2c1. Reaction SMILES: [CH2:1]([c:2]1[cH:3][cH:4][cH:5][cH:6][cH:7]1)[N:8]1[CH2:9][c:10]2[c:11]([n:12][c:13](-[c:27]3[cH:28][cH:29][cH:30][cH:31][cH:32]3)[n:14][c:15]2[NH:16][c:17]2[n:18][nH:19][c:20]3[cH:21][cH:22][c:23]([F:26])[cH:24][c:25]23)[CH2:33][CH2:34]1.[CH3:38][OH:39].[CH:35]([OH:36])=[O:37]>>[NH:8]1[CH2:9][c:10]2[c:11]([n:12][c:13](-[c:27]3[cH:28][cH:29][cH:30][cH:31][cH:32]3)[n:14][c:15]2[NH:16][c:17]2[n:18][nH:19][c:20]3[cH:21][cH:22][c:23]([F:26])[cH:24][c:25]23)[CH2:33][CH2:34]1.